From a dataset of the Open Reaction Database (ORD), a public repository of structured organic reaction records. describe an organic reaction: reactants, conditions, products, and yield Reactants: COC(=O)C1=CC(=C(C=C1)O)Cl (methyl 3-chloro-4-hydroxy benzoate), CC(C)(C)OC(=O)N1CCC2=C(CC1)C=CC(=C2)B(O)O ((3-{[(1,1-dimethylethyl)oxy]carbonyl}-2,3,4,5-tetrahydro-1H-3-benzazepin-7-yl)boronic acid). Yields the product ClC1=C(C=CC(=C1)C(=O)OC)OC1=CC2=C(CCN(CC2)C(=O)OC(C)(C)C)C=C1 (1,1-Dimethylethyl 7-({2-chloro-4-[(methyloxy)carbonyl]phenyl}oxy)-1,2,4,5-tetrahydro-3H-3-benzazepine-3-carboxylate). RXN SMILES: [CH3:1][O:2][C:3]([C:5]1[CH:10]=[CH:9][C:8]([OH:11])=[C:7]([Cl:12])[CH:6]=1)=[O:4].[CH3:13][C:14]([O:17][C:18]([N:20]1[CH2:26][CH2:25][C:24]2[CH:27]=[CH:28][C:29](B(O)O)=[CH:30][C:23]=2[CH2:22][CH2:21]1)=[O:19])([CH3:16])[CH3:15]>>[Cl:12][C:7]1[CH:6]=[C:5]([C:3]([O:2][CH3:1])=[O:4])[CH:10]=[CH:9][C:8]=1[O:11][C:28]1[CH:29]=[CH:30][C:23]2[CH2:22][CH2:21][N:20]([C:18]([O:17][C:14]([CH3:13])([CH3:15])[CH3:16])=[O:19])[CH2:26][CH2:25][C:24]=2[CH:27]=1. Reported procedure: The title compound was prepared from methyl 3-chloro-4-hydroxy benzoate (320 mg, 1.72 mmol) and (3-{[(1,1-dimethylethyl)oxy]carbonyl}-2,3,4,5-tetrahydro-1H-3-benzazepin-7-yl)boronic acid (E264, Step 2) using the method outlined in Example 264 Step 3 (211 mg, 29%); NMR (CDCl3) δ 1.49 (9H, s), 2.88 (4H, m), 3.56 (4H, m), 3.91 (3H, s), 6.78-6.89 (3H, m), 7.12 (H, m), 7.84 (H, m), 8.14 (H, s) Reactants: CS(=O)(=O)C=1C=C(C=CC1)C1=CC=C(C=C1)CO ((3′-methanesulfonyl-biphenyl-4-yl)-methanol), BrC1=CC=C(C=C1)S(=O)(=O)C (1-bromo-4-methanesulfonyl-benzene). The product is CS(=O)(=O)C1=CC=C(C=C1)C1=CC=C(C=C1)CO ((4′-Methanesulfonyl-biphenyl-4-yl)-methanol). As a reaction SMILES: CS([C:5]1[CH:6]=[C:7]([C:11]2[CH:16]=[CH:15][C:14]([CH2:17][OH:18])=[CH:13][CH:12]=2)[CH:8]=[CH:9][CH:10]=1)(=O)=O.BrC1C=C[C:23]([S:26](C)(=[O:28])=[O:27])=CC=1>>[CH3:23][S:26]([C:10]1[CH:5]=[CH:6][C:7]([C:11]2[CH:12]=[CH:13][C:14]([CH2:17][OH:18])=[CH:15][CH:16]=2)=[CH:8][CH:9]=1)(=[O:28])=[O:27]. Reported procedure: This compound was prepared in a manner analogous to the preparation of (3′-methanesulfonyl-biphenyl-4-yl)-methanol (WO 01/70753, Example 27) using 1-bromo-4-methanesulfonyl-benzene as the starting material. LCMS found for C14H15O3S (M+H)+: m/z=263.